This data is from the Open Reaction Database (ORD), a public repository of structured organic reaction records. The task is: describe an organic reaction: reactants, conditions, products, and yield Reactants: ClC1=CC(=NC2=CC=C(C=C12)C)N1CCS(C2=C(C1C)C=CC=C2)(=O)=O (4-(4-chloro-6-methylquinolin-2-yl)-5-methyl-2,3,4,5-tetrahydro-1,4-benzothiazepine 1,1-dioxide), CC1(OCC(O1)CN)C (1-(2,2-dimethyl-1,3-dioxolan-4-yl)methanamine). Yields the product CC=1C=C2C(=CC(=NC2=CC1)N1CCS(C2=C(C1C)C=CC=C2)(=O)=O)NCC(CO)O (3-{[6-Methyl-2-(5-methyl-1,1-dioxido-2,3-dihydro-1,4-benzothiazepin-4(5H)-yl)quinolin-4-yl]amino}propane-1,2-diol). Reaction SMILES: Cl[C:2]1[C:11]2[C:6](=[CH:7][CH:8]=[C:9]([CH3:12])[CH:10]=2)[N:5]=[C:4]([N:13]2[CH:19]([CH3:20])[C:18]3[CH:21]=[CH:22][CH:23]=[CH:24][C:17]=3[S:16](=[O:26])(=[O:25])[CH2:15][CH2:14]2)[CH:3]=1.CC1(C)[O:32][CH:31]([CH2:33][NH2:34])[CH2:30][O:29]1>>[CH3:12][C:9]1[CH:10]=[C:11]2[C:6](=[CH:7][CH:8]=1)[N:5]=[C:4]([N:13]1[CH:19]([CH3:20])[C:18]3[CH:21]=[CH:22][CH:23]=[CH:24][C:17]=3[S:16](=[O:25])(=[O:26])[CH2:15][CH2:14]1)[CH:3]=[C:2]2[NH:34][CH2:33][CH:31]([OH:32])[CH2:30][OH:29]. Reported procedure: The title compound was prepared in analogy to Example 32-1 in Scheme 10 by using 4-(4-chloro-6-methylquinolin-2-yl)-5-methyl-2,3,4,5-tetrahydro-1,4-benzothiazepine 1,1-dioxide and 1-(2,2-dimethyl-1,3-dioxolan-4-yl)methanamine. MS obsd. (ESI+) [(M+H)+] 453, 1H NMR (400 MHz, CD3OD) δ ppm 8.03 (dd, J=7.96, 1.39 Hz, 1 H), 7.90 (d, J=6.57 Hz, 1 H), 7.71-7.64 (m, 2 H), 7.46 (ddd, J=8.15, 6.63, 1.64 Hz, 2 H), 7.33 (dd, J=8.59, 1.77 Hz, 1 H), 6.15 (s, 1 H), 5.86 (d, J=6.82 Hz, 1 H), 4.64-4.53 (m, 4 H), ... Reactants: BrCC1=NC(=NC(=C1C(=O)OC)NC1=CC(=CC=C1)C(F)(F)F)N[C@H]1[C@H](CCCC1)NC(=O)OC(C)(C)C (methyl 4-(bromomethyl)-2-((1R,2S)-2-(tert-butoxycarbonyl-amino)cyclohexylamino)-6-(3-(trifluoromethyl)phenylamino)pyrimidine-5-carboxylate), C(=O)(C(F)(F)F)O.C(Cl)Cl (TFA DCM), [OH-].[NH4+] (ammonium hydroxide). Run in C1CCOC1 (THF). Conditions: time 8 hour. Yields the product C(=O)(C(F)(F)F)O (TFA), N[C@@H]1[C@@H](CCCC1)NC=1N=C(C2=C(N1)CNC2=O)NC2=CC(=CC=C2)C(F)(F)F (2-((1R,2S)-2-Aminocyclohexylamino)-4-(3-(trifluoromethyl)phenylamino)-6,7-dihydro-5H-pyrrolo[3,4-d]pyrimidin-5-one). Isolated yield 3.0%. Reaction SMILES: Br[CH2:2][C:3]1[C:8]([C:9]([O:11]C)=O)=[C:7]([NH:13][C:14]2[CH:19]=[CH:18][CH:17]=[C:16]([C:20]([F:23])([F:22])[F:21])[CH:15]=2)[N:6]=[C:5]([NH:24][C@@H:25]2[CH2:30][CH2:29][CH2:28][CH2:27][C@@H:26]2[NH:31]C(OC(C)(C)C)=O)[N:4]=1.[OH-].[NH4+:40].[C:41]([OH:47])([C:43]([F:46])([F:45])[F:44])=[O:42].C(Cl)Cl>C1COCC1>[C:41]([OH:47])([C:43]([F:46])([F:45])[F:44])=[O:42].[NH2:31][C@H:26]1[CH2:27][CH2:28][CH2:29][CH2:30][C@H:25]1[NH:24][C:5]1[N:6]=[C:7]([NH:13][C:14]2[CH:19]=[CH:18][CH:17]=[C:16]([C:20]([F:22])([F:21])[F:23])[CH:15]=2)[C:8]2[C:9](=[O:11])[NH:40][CH2:2][C:3]=2[N:4]=1 |f:1.2,3.4|. Procedure: A mixture of methyl 4-(bromomethyl)-2-((1R,2S)-2-(tert-butoxycarbonyl-amino)cyclohexylamino)-6-(3-(trifluoromethyl)phenylamino)pyrimidine-5-carboxylate (120 mg, 0.199 mmol) in THF was treated with ammonium hydroxide. The reaction mixture was stirred at RT overnight, and subsequently worked up and purified by reverse phase preparative HPLC. The fractions were collected and concentrated under reduced pressure to give a residue, which was treated with TFA/DCM. The final product was purified again b... Starting materials: CC(C)(C)[Si](C)(C)Cl, CN(C)C=O, Oc1ccc(I)cc1, O, c1c[nH]cn1. Reaction SMILES: [C:6]([CH3:7])([CH3:8])([CH3:9])[Si:10]([CH3:11])([CH3:12])[Cl:13].[CH3:23][N:24]([CH3:25])[CH:26]=[O:27].[I:14][c:15]1[cH:16][cH:17][c:18]([OH:21])[cH:19][cH:20]1.[OH2:22].[nH:1]1[cH:2][cH:3][n:4][cH:5]1>>[C:6]([CH3:7])([CH3:8])([CH3:9])[Si:10]([CH3:11])([CH3:12])[O:21][c:18]1[cH:17][cH:16][c:15]([I:14])[cH:20][cH:19]1. The product is CC(C)(C)[Si](C)(C)Oc1ccc(I)cc1. Starting materials: O.[OH-].[Li+] (Lithium hydroxide monohydrate), OC1(CCN(CC1)C=1C=CC=2N(N1)C(=NN2)C(F)(F)F)C2=CC=C(OCC(=O)[O-])C=C2 (2-[4-[4-hydroxy-1-[3-(trifluoromethyl)-[1,2,4]triazolo[4,3-b]pyridazin-6-yl]piperidin-4-yl]phenoxy]acetate), O (water), CO (MeOH). Run in C1CCOC1 (THF). Reaction conditions: time 16 hour. Product: OC1(CCN(CC1)C=1C=CC=2N(N1)C(=NN2)C(F)(F)F)C2=CC=C(OCC(=O)O)C=C2 (2-[4-[4-hydroxy-1-[3-(trifluoromethyl)-[1,2,4]triazolo[4,3-b]pyridazin-6-yl]piperidin-4-yl]phenoxy]acetic acid). The yield is 80.8%. As a reaction SMILES: O.[OH-].[Li+].[OH:4][C:5]1([C:24]2[CH:34]=[CH:33][C:27]([O:28][CH2:29][C:30]([O-:32])=[O:31])=[CH:26][CH:25]=2)[CH2:10][CH2:9][N:8]([C:11]2[CH:12]=[CH:13][C:14]3[N:15]([C:17]([C:20]([F:23])([F:22])[F:21])=[N:18][N:19]=3)[N:16]=2)[CH2:7][CH2:6]1.O.CO>C1COCC1>[OH:4][C:5]1([C:24]2[CH:34]=[CH:33][C:27]([O:28][CH2:29][C:30]([OH:32])=[O:31])=[CH:26][CH:25]=2)[CH2:6][CH2:7][N:8]([C:11]2[CH:12]=[CH:13][C:14]3[N:15]([C:17]([C:20]([F:23])([F:22])[F:21])=[N:18][N:19]=3)[N:16]=2)[CH2:9][CH2:10]1 |f:0.1.2|. Procedure: Lithium hydroxide monohydrate (177 mg, 4.21 mmol) was added to 2-[4-[4-hydroxy-1-[3-(trifluoromethyl)-[1,2,4]triazolo[4,3-b]pyridazin-6-yl]piperidin-4-yl]phenoxy]acetate (380 mg, 0.84 mmol) in a mixture of THF (7 mL), water (3.5 mL) and MeOH (3.5 mL). The resulting mixture was stirred at ambient temperature for 16 hours. The solvents were evaporated, then the residues were suspended in water and acidified to pH 4 with 1M citric acid. The resulting precipitate was collected by filtration, washed ... The product is COC(=O)C(CC(=C)C)NC(=O)N (1-(1-methoxycarbonyl-3-methyl-3-butenyl]urea). Reaction conditions: time 2 hour. The reactants are Cl.NO (hydroxylamine hydrochloride), C(OC)(OC)OC (trimethyl orthoformate), p-aminobenzaldehyde ethylene glycol acetal, N(=C=O)C(C(=O)OC)CC(=C)C (methyl 2-isocyanato-4-methyl-4-pentenoate), N1=CC=CC=C1 (pyridine). Solvent: CO (CH3OH), C1CCOC1 (THF), C1CCOC1 (THF). Reaction SMILES: [N:1]([CH:4]([CH2:9][C:10]([CH3:12])=[CH2:11])[C:5]([O:7][CH3:8])=[O:6])=[C:2]=[O:3].[N:13]1C=CC=CC=1.Cl.NO.C(OC)(OC)OC>C1COCC1.CO>[CH3:8][O:7][C:5]([CH:4]([NH:1][C:2]([NH2:13])=[O:3])[CH2:9][C:10]([CH3:12])=[CH2:11])=[O:6] |f:2.3|. Procedure: A solution of 0.1 mol of p-aminobenzaldehyde ethylene glycol acetal in 100 mL of anhydrous THF is added dropwise over 10 minutes to a solution of 0.1 mol of methyl 2-isocyanato-4-methyl-4-pentenoate and 0.35 mol pyridine in 100 mL THF at room temperature under N2. The reaction mixture is stirred at room temperature for 2 hours. After 2 hours the solvent is removed by rotary evaporator. A solution of 0.11 mmol hydroxylamine hydrochloride and 0.1 mol trimethyl orthoformate in CH3OH is added, and t... Yields the product N#Cc1cc(C(O)CNC2CCCC2)cc(C#N)c1N. The reactants are Cl, N#Cc1cc(C(=O)CNC2CCCC2)cc(C#N)c1N. RXN SMILES: [ClH:1].[NH2:2][c:3]1[c:4]([C:20]#[N:21])[cH:5][c:6]([C:11]([CH2:12][NH:13][CH:14]2[CH2:15][CH2:16][CH2:17][CH2:18]2)=[O:19])[cH:7][c:8]1[C:9]#[N:10]>>[NH2:2][c:3]1[c:4]([C:20]#[N:21])[cH:5][c:6]([CH:11]([CH2:12][NH:13][CH:14]2[CH2:15][CH2:16][CH2:17][CH2:18]2)[OH:19])[cH:7][c:8]1[C:9]#[N:10]. Starting materials: N1=C(C=CC=C1)CO (2-pyridylmethanol), acid chloride, C([O-])(O)=O.[Na+] (sodium bicarbonate). Solvent: C(Cl)(Cl)Cl (chloroform). Product: N1C(CCC1C(=O)OCC1=NC=CC=C1)=O (2-pyridylmethyl 2-pyrrolidone-5-carboxylate). Isolated yield 60.0%. As a reaction SMILES: [N:1]1[CH:6]=[CH:5][CH:4]=[CH:3][C:2]=1[CH2:7][OH:8].[C:9](=[O:12])(O)[O-].[Na+]>C(Cl)(Cl)Cl>[NH:1]1[CH:2]([C:7]([O:8][CH2:7][C:2]2[CH:3]=[CH:4][CH:5]=[CH:6][N:1]=2)=[O:8])[CH2:3][CH2:4][C:9]1=[O:12] |f:1.2|. Procedure details: To 90 ml of thionyl chloride was added dropwise 23.5 g of 2-pyrrolidone-5-carboxylic acid with stirring under ice-cooling, and the mixture was stirred for 30 minutes at 40°-50° C. After cooling of the reaction mixture, 200 ml of dry diethyl ether was added to the reaction mixture, and the reaction mixture was allowed to stand overnight in a freezing box. Precipitated crystals were collected by filtration, washed with dry diethyl ether, and dried in a desiccator to obtain 27 g of 2-pyrrolidone-5-... The reactants are C([O-])([O-])=O.[K+].[K+] (potassium carbonate), C1(O)=CC=C(O)C=C1 (hydroquinone), FC1=CC=C(C=O)C=C1 (4-fluorobenzaldehyde). The solvent is CC(=O)N(C)C (dimethylacetamide). The product is C1(=CC=C(C=C1)OC1=CC=C(C=O)C=C1)OC1=CC=C(C=O)C=C1 (4,4'[1,4-phenylenebis(oxy)]bisbenzaldehyde). The yield is 131.9%. As a reaction SMILES: [C:1](=[O:4])([O-])[O-].[K+].[K+].[C:7]1([CH:14]=[CH:13][C:11]([OH:12])=[CH:10][CH:9]=1)[OH:8].F[C:16]1[CH:23]=[CH:22][C:19]([CH:20]=[O:21])=[CH:18][CH:17]=1>CC(N(C)C)=O>[C:11]1([O:12][C:7]2[CH:14]=[CH:13][C:11]([CH:1]=[O:4])=[CH:10][CH:9]=2)[CH:13]=[CH:14][C:7]([O:8][C:16]2[CH:23]=[CH:22][C:19]([CH:20]=[O:21])=[CH:18][CH:17]=2)=[CH:9][CH:10]=1 |f:0.1.2|. Procedure: There was added 41.5 grams (0.30 mole) of anhydrous potassium carbonate to a solution of 11 grams (0.10 mole) of hydroquinone, 24.8 grams (0.20 mole) of 4-fluorobenzaldehyde and 200 ml of dimethylacetamide. The resulting solution was heated at reflux for 12 hours. The reaction mixture was then decanted from the insoluble potassium salts and allowed to cool. The cooled solution was added to water to effect precipitation of product which was isolated by filtration. The product was recrystallized f... Reactants: N1(CCNCC1)C1=CC(=NC=C1)C(=O)NN (4-(1-Piperazinyl)pyridine-2-carboxylic acid hydrazide), FC1=CC=C(C=C1)[N+](=O)[O-] (4-fluoronitrobenzene), C([O-])([O-])=O.[Na+].[Na+] (sodium carbonate). Solvent: CN(C=O)C (N,N-dimethylformamide). Conditions: temperature 100 celsius, time 4 hour. Product: [N+](=O)([O-])C1=CC=C(C=C1)N1CCN(CC1)C1=CC(=NC=C1)C(=O)NN (4-[4-(4-Nitrophenyl)piperazin-1-yl]pyridine-2-carboxylic acid hydrazide). Reaction SMILES: [N:1]1([C:7]2[CH:12]=[CH:11][N:10]=[C:9]([C:13]([NH:15][NH2:16])=[O:14])[CH:8]=2)[CH2:6][CH2:5][NH:4][CH2:3][CH2:2]1.F[C:18]1[CH:23]=[CH:22][C:21]([N+:24]([O-:26])=[O:25])=[CH:20][CH:19]=1.C(=O)([O-])[O-].[Na+].[Na+]>CN(C)C=O>[N+:24]([C:21]1[CH:22]=[CH:23][C:18]([N:4]2[CH2:5][CH2:6][N:1]([C:7]3[CH:12]=[CH:11][N:10]=[C:9]([C:13]([NH:15][NH2:16])=[O:14])[CH:8]=3)[CH2:2][CH2:3]2)=[CH:19][CH:20]=1)([O-:26])=[O:25] |f:2.3.4|. Procedure details: A mixture of the product of (i) above (7.76 g), 4-fluoronitrobenzene (5.50 g) and sodium carbonate (4.50 g) in N,N-dimethylformamide (40 ml) was heated at 100° C. with stirring for 4 hours. The mixture was evaporated to about half volume and filtered. The residue was washed with ethanol followed by warm water and then dried to give the title compound (9.41 g), m.p. 230°-232° C.